From a dataset of the Open Reaction Database (ORD), a public repository of structured organic reaction records. describe an organic reaction: reactants, conditions, products, and yield Starting materials: C(C)O[C@@H](CC=1C=CC2=C(C=C(O2)CC=2N=C(OC2C)C2=CC=CC=C2)C1)C(=O)N1C(OC[C@@H]1CC1=CC=CC=C1)=O (5-((S)-2-Ethoxy-3[(S)-4-benzyl-2-oxo-3-oxazolidinyl]-3-oxopropyl}-2-[(5-methyl-2-phenyl-4-oxazolyl)methyl]benzofuran), [OH-].[Li+] (lithium hydroxide). The solvent is O1CCCC1 (tetrahydrofuran). Reaction conditions: temperature 0 celsius. Product: C(C)O[C@H](C(=O)O)CC=1C=CC2=C(C=C(O2)CC=2N=C(OC2C)C2=CC=CC=C2)C1 ((S)-2-Ethoxy-3-{2-[(5-methyl-2-phenyl-4-oxazolyl) methyl]benzofuran-5-yl}propanoic acid). Reaction SMILES: [CH2:1]([O:3][C@H:4]([C:28](N1[C@@H](CC2C=CC=CC=2)COC1=O)=[O:29])[CH2:5][C:6]1[CH:7]=[CH:8][C:9]2[O:13][C:12]([CH2:14][C:15]3[N:16]=[C:17]([C:21]4[CH:26]=[CH:25][CH:24]=[CH:23][CH:22]=4)[O:18][C:19]=3[CH3:20])=[CH:11][C:10]=2[CH:27]=1)[CH3:2].[OH-:43].[Li+]>O1CCCC1>[CH2:1]([O:3][C@@H:4]([CH2:5][C:6]1[CH:7]=[CH:8][C:9]2[O:13][C:12]([CH2:14][C:15]3[N:16]=[C:17]([C:21]4[CH:26]=[CH:25][CH:24]=[CH:23][CH:22]=4)[O:18][C:19]=3[CH3:20])=[CH:11][C:10]=2[CH:27]=1)[C:28]([OH:29])=[O:43])[CH3:2] |f:1.2|. Reported procedure: 5-((S)-2-Ethoxy-3[(S)-4-benzyl-2-oxo-3-oxazolidinyl]-3-oxopropyl}-2-[(5-methyl-2-phenyl-4-oxazolyl)methyl]benzofuran (0.15 g, 0.26 mmol) was dissolved in tetrahydrofuran (5 ml). The solution was cooled to 0° C. and 0.5N lithium hydroxide (1.1 ml, 0.52 mmol) was added. After 15 minutes the bulk of the ethanol was removed, the residue was acidified with 1N HCl, diluted with water and extracted with ethyl acetate (3×). The combined extracts were washed with brine, dried over sodium sulfate and conc... Reactants: N (NH3), [N+](=O)([O-])C1=CC=C(C=C1)C=1N(C2=CC=C(C=C2C1)N)CCN1CCCCC1 (2-(4-Nitrophenyl)-1-(2-(piperidin-1-yl)ethyl)-1H-indol-5-amine), C(C)O (ethanol), I.CSC(=N)C=1SC=CC1 (thiophene-2-carboximidothioic acid methyl ester hydroiodide), I.CSC(=N)C=1SC=CC1 (Thiophene-2-carboximidothioic acid methyl ester hydroiodide), I.CSC(=N)C=1SC=CC1 (thiophene-2-carboximidothioic acid methyl ester hydroiodide). Run in C(Cl)Cl (CH2Cl2), C(C)OCC (diethyl ether), CO (methanol). Run at time 24 hour. Yields the product [N+](=O)([O-])C1=CC=C(C=C1)C=1N(C2=CC=C(C=C2C1)NC(=N)C=1SC=CC1)CCN1CCCCC1 (N-(2-(4-Nitrophenyl)-1-(2-(piperidin-1-yl)ethyl)-1H-indol-5-yl)thiophene-2-carboximidamide). Yield: 21.2%. Reaction SMILES: [N+:1]([C:4]1[CH:9]=[CH:8][C:7]([C:10]2[N:11]([CH2:20][CH2:21][N:22]3[CH2:27][CH2:26][CH2:25][CH2:24][CH2:23]3)[C:12]3[C:17]([CH:18]=2)=[CH:16][C:15]([NH2:19])=[CH:14][CH:13]=3)=[CH:6][CH:5]=1)([O-:3])=[O:2].C(O)C.I.CS[C:34]([C:36]1[S:37][CH:38]=[CH:39][CH:40]=1)=[NH:35].N>CO.C(OCC)C.C(Cl)Cl>[N+:1]([C:4]1[CH:9]=[CH:8][C:7]([C:10]2[N:11]([CH2:20][CH2:21][N:22]3[CH2:23][CH2:24][CH2:25][CH2:26][CH2:27]3)[C:12]3[C:17]([CH:18]=2)=[CH:16][C:15]([NH:19][C:34]([C:36]2[S:37][CH:38]=[CH:39][CH:40]=2)=[NH:35])=[CH:14][CH:13]=3)=[CH:6][CH:5]=1)([O-:3])=[O:2] |f:2.3|. Procedure: Compound 17 (250 mg, 0.686 mmol) and anhydrous ethanol (15 mL) were charged to a dry argon purged flask fitted with magnetic stirbar. Thiophene-2-carboximidothioic acid methyl ester hydroiodide (254.3 mg, 0.891 mmol) is added to the flask and the reaction was stirred under argon at ambient temperature for 48 hours at which time, thin layer chromatography in a solvent system of 2M NH3 in methanol:CH2Cl2, 5:95 (developed twice) shows incomplete consumption of 17. A condenser was added and the mixt... Reactants: C(C)(C)(C)OC(=O)NCC1=CC2=C(N(C(=N2)CN2C(N(C(C3=CC=CC=C23)=O)CC(F)(F)F)=O)CCCCOC(C(C)(C)C)=O)C=C1 (2,2-dimethyl-propionic acid 4-{5-(tert-butoxycarbonylamino-methyl)-2-[2,4-dioxo-3-(2,2,2-trifluoro-ethyl)-3,4-dihydro-2H-quinazolin-1-ylmethyl]-benzoimidazol-1-yl}-butyl ester), C(=O)(C(F)(F)F)O (TFA), Cl (HCl), O1CCOCC1 (dioxane). Solvent: ClCCl (dichloromethane). Yields the product NCC1=CC2=C(N(C(=N2)CN2C(N(C(C3=CC=CC=C23)=O)CC(F)(F)F)=O)CCCCOC(C(C)(C)C)=O)C=C1 (2,2-Dimethyl-propionic Acid 4-{5-aminomethyl-2-[2,4-dioxo-3-(2,2,2-trifluoro-ethyl)-3,4-dihydro-2H-quinazolin-1-ylmethyl]-benzoimidazol-1-yl}-butyl Ester). Yield: 92.4%. Reaction SMILES: C(OC([NH:8][CH2:9][C:10]1[CH:47]=[CH:46][C:13]2[N:14]([CH2:35][CH2:36][CH2:37][CH2:38][O:39][C:40](=[O:45])[C:41]([CH3:44])([CH3:43])[CH3:42])[C:15]([CH2:17][N:18]3[C:27]4[C:22](=[CH:23][CH:24]=[CH:25][CH:26]=4)[C:21](=[O:28])[N:20]([CH2:29][C:30]([F:33])([F:32])[F:31])[C:19]3=[O:34])=[N:16][C:12]=2[CH:11]=1)=O)(C)(C)C.C(O)(C(F)(F)F)=O.Cl.O1CCOCC1>ClCCl>[NH2:8][CH2:9][C:10]1[CH:47]=[CH:46][C:13]2[N:14]([CH2:35][CH2:36][CH2:37][CH2:38][O:39][C:40](=[O:45])[C:41]([CH3:43])([CH3:44])[CH3:42])[C:15]([CH2:17][N:18]3[C:27]4[C:22](=[CH:23][CH:24]=[CH:25][CH:26]=4)[C:21](=[O:28])[N:20]([CH2:29][C:30]([F:33])([F:31])[F:32])[C:19]3=[O:34])=[N:16][C:12]=2[CH:11]=1. Procedure: A solution of 2,2-dimethyl-propionic acid 4-{5-(tert-butoxycarbonylamino-methyl)-2-[2,4-dioxo-3-(2,2,2-trifluoro-ethyl)-3,4-dihydro-2H-quinazolin-1-ylmethyl]-benzoimidazol-1-yl}-butyl ester (59 mg, 0.089 mmol) and TFA (138 μL, 1.79 mmol) in dichloromethane (2 mL) was stirred for 4 hrs at room temperature. The volatiles were removed in vacuo and the residue dissolved in dichloromethane. A solution of 4N HCl in dioxane (233 μL, 10 equiv.) was added, followed by concentration. The residue was tritu... Reactants: Cl (hydrochloric acid), C(C=C)C=1C=C(C=O)C=CC1OCCCNC(C)C (3-allyl-4-(3-[N-isopropylamino]propoxy)benzaldehyde), 2-(1,3-dioxane)acetal, Cl (hydrogen chloride). Run in C(C)O (ethanol). Reaction conditions: time 16 hour. The product is Cl.C(C=C)C=1C=C(C=O)C=CC1OCCCNC(C)C (3-allyl 4-(3-[N-isopropylamino]propoxy)benzaldehyde hydrogen chloride). Reaction SMILES: [ClH:1].[CH2:2]([C:5]1[CH:6]=[C:7]([CH:10]=[CH:11][C:12]=1[O:13][CH2:14][CH2:15][CH2:16][NH:17][CH:18]([CH3:20])[CH3:19])[CH:8]=[O:9])[CH:3]=[CH2:4]>C(O)C>[ClH:1].[CH2:2]([C:5]1[CH:6]=[C:7]([CH:10]=[CH:11][C:12]=1[O:13][CH2:14][CH2:15][CH2:16][NH:17][CH:18]([CH3:20])[CH3:19])[CH:8]=[O:9])[CH:3]=[CH2:4] |f:3.4|. Procedure: 1M aqueous hydrochloric acid (2 ml) was added to 3-allyl-4-(3-[N-isopropylamino]propoxy)benzaldehyde, 2-(1,3-dioxane)acetal (200 mg) and stirred for 16 hours at ambient temperature. The reaction mixture was evaporated and the residue purified by flash column chromatography on silica gel (Merck Art No 9385) using a 90:8:2 (v/v/v) mixture of ethyl acetate/methanol/ammonia (density=0.88 g/cm 3) as eluent. The crude product obtained was dissolved in ethanol, acidified with saturated ethanolic hydrog...